This data is from the Open Reaction Database (ORD), a public repository of structured organic reaction records. The task is: describe an organic reaction: reactants, conditions, products, and yield Starting materials: O=C([O-])O, BrCC1CCCO1, CNC1CCCCC1N(C)C(=O)Cc1cccc2sccc12, ClCCl, Cl, [Na+], CN(C)C=O. The product is CN(CC1CCCO1)C1CCCCC1N(C)C(=O)Cc1cccc2sccc12. As a reaction SMILES: [C:24](=[O:25])([OH:26])[O-:27].[CH2:29]([CH:30]1[CH2:31][CH2:32][CH2:33][O:34]1)[Br:35].[CH3:2][N:3]([C:4]([CH2:5][c:6]1[cH:7][cH:8][cH:9][c:10]2[s:11][cH:12][cH:13][c:14]12)=[O:15])[CH:16]1[CH:17]([NH:22][CH3:23])[CH2:18][CH2:19][CH2:20][CH2:21]1.[Cl:36][CH2:37][Cl:38].[ClH:1].[Na+:28].[O:39]=[CH:40][N:41]([CH3:42])[CH3:43]>>[CH3:2][N:3]([C:4]([CH2:5][c:6]1[cH:7][cH:8][cH:9][c:10]2[s:11][cH:12][cH:13][c:14]12)=[O:15])[CH:16]1[CH:17]([N:22]([CH3:23])[CH2:29][CH:30]2[CH2:31][CH2:32][CH2:33][O:34]2)[CH2:18][CH2:19][CH2:20][CH2:21]1. Reactants: C(C)(C)N=C=NC(C)C (N,N′-Diisopropylcarbodiimide), N,N-dimethylaminopyridine, FC1=CC=C(C=C1)S (4-fluorobenzenethiol), C(C1=CC=CC=C1)OC([C@H](CCC(=O)O)NC(=O)OC(C)(C)C)=O ((S)-5-(benzyloxy)-4-((tert-butoxycarbonyl)amino)-5-oxopentanoic acid), C(C1=CC=CC=C1)OC([C@H](CCC(=O)O)NC(=O)OC(C)(C)C)=O ((S)-5-(benzyloxy)-4-((tert-butoxycarbonyl)amino)-5-oxopentanoic acid). Run in ClCCl (dichloromethane). Reaction conditions: time 8 hour. Yields the product C(C)(C)(C)OC(=O)N[C@H](C(=O)OCC1=CC=CC=C1)CCC(=O)SC1=CC=C(C=C1)F ((S)-benzyl 2-((tert-butoxycarbonyl)amino)-5-((4-fluorophenyl)thio)-5-oxopentanoate). Yield: 81.5%. Reaction SMILES: C(N=C=NC(C)C)(C)C.[F:10][C:11]1[CH:16]=[CH:15][C:14]([SH:17])=[CH:13][CH:12]=1.[CH2:18]([O:25][C:26](=[O:41])[C@@H:27]([NH:33][C:34]([O:36][C:37]([CH3:40])([CH3:39])[CH3:38])=[O:35])[CH2:28][CH2:29][C:30](O)=[O:31])[C:19]1[CH:24]=[CH:23][CH:22]=[CH:21][CH:20]=1>ClCCl>[C:37]([O:36][C:34]([NH:33][C@@H:27]([CH2:28][CH2:29][C:30]([S:17][C:14]1[CH:15]=[CH:16][C:11]([F:10])=[CH:12][CH:13]=1)=[O:31])[C:26]([O:25][CH2:18][C:19]1[CH:20]=[CH:21][CH:22]=[CH:23][CH:24]=1)=[O:41])=[O:35])([CH3:40])([CH3:39])[CH3:38]. Reported procedure: N,N′-Diisopropylcarbodiimide (0.510 ml, 3.26 mmol), N,N-dimethylaminopyridine (45.2 mg, 0.370 mmol), 4-fluorobenzenethiol (0.164 ml, 1.55 mmol) were added to a solution of (S)-5-(benzyloxy)-4-((tert-butoxycarbonyl)amino)-5-oxopentanoic acid (Compound 5a-2) (500 mg, 1.48 mmol) in dichloromethane (5 ml), and the mixture was stirred at room temperature overnight. The reaction mixture was then purified by reverse-phase silica gel column chromatography (10 mM aqueous ammonium acetate solution/methano... Reactants: Cl.Cl.C(C)(C)N1CCNCC1 (1-Isopropyl-piperazine dihydrochloride), C(=O)C1=CC=C(C(=O)O)C=C1 (4-formylbenzoic acid). Product: C(C)(C)N1CCN(CC1)C(=O)C1=CC=C(C=O)C=C1 (4-(4-Isopropyl-piperazine-1-carbonyl)-benzaldehyde). Reaction SMILES: Cl.Cl.[CH:3]([N:6]1[CH2:11][CH2:10][NH:9][CH2:8][CH2:7]1)([CH3:5])[CH3:4].[CH:12]([C:14]1[CH:22]=[CH:21][C:17]([C:18](O)=[O:19])=[CH:16][CH:15]=1)=[O:13]>>[CH:3]([N:6]1[CH2:11][CH2:10][N:9]([C:12]([C:14]2[CH:22]=[CH:21][C:17]([CH:18]=[O:19])=[CH:16][CH:15]=2)=[O:13])[CH2:8][CH2:7]1)([CH3:5])[CH3:4] |f:0.1.2|. Reported procedure: Prepared from the product of Example 10 and 4-formylbenzoic acid. Product: BrC(C)C=1C=C2C(CCOC2=CC1)(C)C (6-(1-Bromoethyl)-4,4-dimethylchroman). Yield: 153.7%. RXN SMILES: [CH3:1][C:2]1([CH3:15])[C:11]2[C:6](=[CH:7][CH:8]=[C:9]([CH:12](O)[CH3:13])[CH:10]=2)[O:5][CH2:4][CH2:3]1.N1C=CC=CC=1.P(Br)(Br)[Br:23].C(OCC)C>CCCCCC>[Br:23][CH:12]([C:9]1[CH:10]=[C:11]2[C:6](=[CH:7][CH:8]=1)[O:5][CH2:4][CH2:3][C:2]2([CH3:15])[CH3:1])[CH3:13]. Procedure: To a stirred solution of 6.0 g (29.1 mmol) of 4,4-dimethyl-6-(1-hydroxyethyl)chroman and 1.15 g (14.5 mmol) of pyridine in 25 ml of hexane, was added 3.92 g (14.5 mmol) of phosphorus tribromide, at ca. 0° C. Stirring was continued at ca. 0° C. for 1 hour, and then the reaction mixture was poured into 500 ml of diethyl ether. The ether was washed with water, dried (MgSO4) and evaporated in vacuo to give 6.0 g (78% yield) of the title compound as an oil. Reactants: C(C)OCC (diethyl ether), CC1(CCOC2=CC=C(C=C12)C(C)O)C (4,4-dimethyl-6-(1-hydroxyethyl)chroman), N1=CC=CC=C1 (pyridine), P(Br)(Br)Br (phosphorus tribromide). Run at time 1 hour. Solvent: CCCCCC (hexane). The reactants are C(ON1C(CCC1=O)=O)(ON1C(CCC1=O)=O)=O (Disuccinimidyl carbonate), CC1=CC=C(CO)C=C1 (4-methylbenzyl alcohol), CCOCC (ether), O (water). The reagents and catalysts are CN(C)C=1C=CN=CC1 (DMAP). Solvent: CC#N (MeCN), C(Cl)Cl (DCM). Reaction conditions: time 8 hour. Yields the product CC1=CC=C(COC(ON2C(CCC2=O)=O)=O)C=C1 (Carbonic acid 2,5-dioxo-pyrrolidin-1-yl ester 4-methyl-benzyl ester). RXN SMILES: [C:1](=[O:18])([O:10][N:11]1[C:15](=[O:16])[CH2:14][CH2:13][C:12]1=[O:17])[O:2]N1C(=O)CCC1=O.[CH3:19][C:20]1[CH:27]=[CH:26][C:23]([CH2:24]O)=[CH:22][CH:21]=1.O.CCOCC>CC#N.C(Cl)Cl.CN(C1C=CN=CC=1)C>[CH3:19][C:20]1[CH:27]=[CH:26][C:23]([CH2:24][O:2][C:1](=[O:18])[O:10][N:11]2[C:12](=[O:17])[CH2:13][CH2:14][C:15]2=[O:16])=[CH:22][CH:21]=1. Reported procedure: Disuccinimidyl carbonate (5.03 g, 19.65 mmol) in 30 mL MeCN and 30 mL DCM was treated with 4-methylbenzyl alcohol (2.4 g, 19.6 mmol) followed by DMAP (1.20 g, 9.82 mmol). The resulting cloudy reaction mixture was stirred overnight at rt, poured into 100 mL water, and partitioned. The organic layer was dried over anhydrous sodium sulfate and the solvent evaporated. The solid thus obtained was stirred with approx. 25 mL ether, filtered, and the resulting product was washed with a small volume of e... Starting materials: FC(C1=CC=C(C=C1)B(O)O)(F)F ((4-(trifluoromethyl)phenyl)boronic acid), BrC=1C=C(CN2C(=NC3=C2C=C(C=C3)OCC3=NC=C(C=C3)C)CC(C(=O)O)(CC)CC)C=CC1 (2-((1-(3-bromobenzyl)-6-((5-methylpyridin-2-yl)methoxy)-1H-benzo[d]imidazol-2-yl)methyl)-2-ethylbutanoic acid). Yields the product C(C)C(C(=O)O)(CC)CC1=NC2=C(N1CC=1C=C(C=CC1)C1=CC=C(C=C1)C(F)(F)F)C=C(C=C2)OCC2=NC=C(C=C2)C (2-ethyl-2-((6-((5-methylpyridin-2-yl)methoxy)-1-((4′-(trifluoromethyl)-[1,1′-biphenyl]-3-yl)methyl)-1H-benzo[d]imidazol-2-yl)methyl)butanoic acid). As a reaction SMILES: [F:1][C:2]([F:13])([F:12])[C:3]1[CH:8]=[CH:7][C:6](B(O)O)=[CH:5][CH:4]=1.Br[C:15]1[CH:16]=[C:17]([CH:46]=[CH:47][CH:48]=1)[CH2:18][N:19]1[C:23]2[CH:24]=[C:25]([O:28][CH2:29][C:30]3[CH:35]=[CH:34][C:33]([CH3:36])=[CH:32][N:31]=3)[CH:26]=[CH:27][C:22]=2[N:21]=[C:20]1[CH2:37][C:38]([CH2:44][CH3:45])([CH2:42][CH3:43])[C:39]([OH:41])=[O:40]>>[CH2:42]([C:38]([CH2:37][C:20]1[N:19]([CH2:18][C:17]2[CH:16]=[C:15]([C:6]3[CH:7]=[CH:8][C:3]([C:2]([F:13])([F:12])[F:1])=[CH:4][CH:5]=3)[CH:48]=[CH:47][CH:46]=2)[C:23]2[CH:24]=[C:25]([O:28][CH2:29][C:30]3[CH:35]=[CH:34][C:33]([CH3:36])=[CH:32][N:31]=3)[CH:26]=[CH:27][C:22]=2[N:21]=1)([CH2:44][CH3:45])[C:39]([OH:41])=[O:40])[CH3:43]. Procedure: The title compound was prepared using similar methods to those in Example 144 using (4-(trifluoromethyl)phenyl)boronic acid and 2-((1-(3-bromobenzyl)-6-((5-methylpyridin-2-yl)methoxy)-1H-benzo[d]imidazol-2-yl)methyl)-2-ethylbutanoic acid. MS (ESI): mass calcd. for C35H34F3N3O3, 602.26; m/z found, 603.2 [M+H]+. 1H NMR (400 MHz, CDCl3) δ 8.37-8.32 (m, 1H), 7.70-7.65 (m, 2H), 7.65-7.61 (d, J=8.8, 1H), 7.58-7.50 (m, 3H), 7.49-7.44 (m, 1H), 7.43-7.35 (m, 2H), 7.06-7.02 (dd, J=8.9, 2.4, 1H), 7.02-6.97...